Dataset: the Open Reaction Database (ORD), a public repository of structured organic reaction records. Task: describe an organic reaction: reactants, conditions, products, and yield Reactants: [N-]=[N+]=[N-].[Na+] (sodium azide), ice water, C[Mg]I (methylmagnesium iodide), C(OCC)(=O)Cl (ethyl chlorocarbonate), FC1=CC=C(C=C1)N1CCN(CC1)CC1=CC=C(C=C1)C1(CC1)C(=O)O (1-(4-((4-(4-fluorophenyl)piperazin-1-yl)methyl)phenyl)cyclopropanecarboxylic acid), [Cl-].[NH4+] (ammonium chloride). Solvent: O (water), CC(=O)C (acetone), CC(=O)C (acetone), C(C)N(CC)CC (triethylamine), CC(=O)C (acetone), C1(=CC=CC=C1)C (toluene), O (water). Reaction conditions: temperature 0 celsius, time 30 minute. Yields the product FC1=CC=C(C=C1)N1CCN(CC1)CC1=CC=C(C=C1)C1(CC1)NC(C)=O (N-(1-(4-((4-(4-Fluorophenyl)piperazin-1-yl)methyl)phenyl)cyclopropyl)acetamide). As a reaction SMILES: [F:1][C:2]1[CH:7]=[CH:6][C:5]([N:8]2[CH2:13][CH2:12][N:11]([CH2:14][C:15]3[CH:20]=[CH:19][C:18]([C:21]4(C(O)=O)[CH2:23][CH2:22]4)=[CH:17][CH:16]=3)[CH2:10][CH2:9]2)=[CH:4][CH:3]=1.C(Cl)(=O)[O:28][CH2:29][CH3:30].[N-:33]=[N+]=[N-].[Na+].C[Mg]I.[Cl-].[NH4+]>O.CC(C)=O.C1(C)C=CC=CC=1.C(N(CC)CC)C>[F:1][C:2]1[CH:7]=[CH:6][C:5]([N:8]2[CH2:9][CH2:10][N:11]([CH2:14][C:15]3[CH:20]=[CH:19][C:18]([C:21]4([NH:33][C:29](=[O:28])[CH3:30])[CH2:22][CH2:23]4)=[CH:17][CH:16]=3)[CH2:12][CH2:13]2)=[CH:4][CH:3]=1 |f:2.3,5.6|. Reported procedure: To a suspension of 1-(4-((4-(4-fluorophenyl)piperazin-1-yl)methyl)phenyl)cyclopropanecarboxylic acid (1.73 g) in water (1.7 ml) was added acetone (7 ml) and dissolved therein. A solution of triethylamine (0.75 ml) in acetone (10 ml) was added under ice-cooling and a solution of ethyl chlorocarbonate (0.56 ml) in acetone (4 ml) was added dropwise over 15 min. The mixture was stirred at 0° C. for 30 min. To this solution was added dropwise a solution of sodium azide (0.48 g) in water (3 ml) under ... The reactants are P(Br)(Br)Br (Phosphorus tribromide), C(C)(=O)OC(C#CCO)COC1=CC=C(C=C1)F (4-acetoxy-5-(4-fluorophenoxy)-2-pentyn-1-ol), ice water. Solvent: CCOCC (ether). Conditions: time 1 hour. Product: C(C)(=O)OC(C#CCBr)COC1=CC=C(C=C1)F (4-Acetoxy-1-bromo-5-(4-fluorophenoxy)-2-pentyne). Reaction SMILES: P(Br)(Br)[Br:2].[C:5]([O:8][CH:9]([CH2:14][O:15][C:16]1[CH:21]=[CH:20][C:19]([F:22])=[CH:18][CH:17]=1)[C:10]#[C:11][CH2:12]O)(=[O:7])[CH3:6]>CCOCC>[C:5]([O:8][CH:9]([CH2:14][O:15][C:16]1[CH:21]=[CH:20][C:19]([F:22])=[CH:18][CH:17]=1)[C:10]#[C:11][CH2:12][Br:2])(=[O:7])[CH3:6]. Procedure details: Phosphorus tribromide (10.6 g., 0.039 mole) is added dropwise during 15 minutes to a solution of 4-acetoxy-5-(4-fluorophenoxy)-2-pentyn-1-ol (25.1 g., 0.10 mole) in ether (80 ml.). The resulting solution is stirred at room temperature for 1 hour and then heated at reflux for 30 minutes. The solution is poured into 100 ml. of ice water. The organic layer is separated, washed with water and dried over Na2SO4. The solvent is evaporated under reduced pressure to leave the title compound as a light y...